Dataset: the Open Reaction Database (ORD), a public repository of structured organic reaction records. Task: describe an organic reaction: reactants, conditions, products, and yield The reactants are O (water), CC[C@@H]1CN2CC[C@@H]1C[C@@H]2[C@@H](C3=C4C=C(C=CC4=NC=C3)OC)OC5=NN=C(C6=CC=CC=C65)O[C@@H]([C@H]7C[C@@H]8CCN7C[C@@H]8CC)C9=C1C=C(C=CC1=NC=C9)OC (AD-mix-α), C(C)(C)(C)O (tert-butanol), S(=O)([O-])[O-].[Na+].[Na+] (sodium sulphite), C(C)OC(C1=CC(=C(C=C1)NC(C)=O)CC=C)=O (ethyl-4-acetylamino-3-allylbenzoate). Run at temperature 0 celsius, time 0.1 hour. Yields the product C(C)OC(C1=CC(=C(C=C1)NC(C)=O)CC(CO)O)=O (ethyl-4-acetylamino-3-(2',3'-dihydroxypropyl)benzoate). Isolated yield 66.0%. As a reaction SMILES: O.CC[C@H]1[C@H]2C[C@H]([C@H](OC3C4C(=CC=CC=4)C(O[C@H](C4C=CN=C5C=4C=C(OC)C=C5)[C@@H]4N5C[C@H](CC)[C@@H](CC5)C4)=NN=3)C3C=CN=C4C=3C=C([O:23]C)C=C4)N(CC2)C1.[CH2:60]([O:62][C:63](=[O:77])[C:64]1[CH:69]=[CH:68][C:67]([NH:70][C:71](=[O:73])[CH3:72])=[C:66](CC=C)[CH:65]=1)[CH3:61].S([O-])([O-])=O.[Na+].[Na+].[C:84]([OH:88])(C)([CH3:86])[CH3:85]>>[CH2:60]([O:62][C:63](=[O:77])[C:64]1[CH:69]=[CH:68][C:67]([NH:70][C:71](=[O:73])[CH3:72])=[C:66]([CH2:85][CH:84]([OH:88])[CH2:86][OH:23])[CH:65]=1)[CH3:61] |f:3.4.5|. Reported procedure: To a solution of 1:1 water and tert-butanol (10 mL), AD-mix-α (Aldrich, 1.4 g) was added and the mixture stirred for 0.1 h. The mixture had two layers; the lower layer was yellow in color. To this mixture, ethyl-4-acetylamino-3-allylbenzoate (0.1 g, 0.0004 mol) was added in one portion and stirred at room temperature for 48 h. The reaction mixture was cooled to 0° C. and sodium sulphite (1.5 g, 0.0119 mol) was added. The reaction was stirred at 0° C. for 0.3 h and then at room temperature for 0.... The reactants are C(CCC)N (n-butylamine), C(C)#N (acetonitrile), NC(C(=O)OCC)C#N (ethyl 2-amino-2-cyanoacetate), triethyl formate, C(C)#N (acetonitrile). Yields the product NC1=C(N=CN1CCCC)C(=O)OCC (Ethyl 5-amino-1-n-butyl-1H-imidazole-4-carboxylate). The yield is 40.0%. As a reaction SMILES: [NH2:1][CH:2]([C:8]#[N:9])[C:3]([O:5][CH2:6][CH3:7])=[O:4].[CH2:10]([NH2:14])[CH2:11][CH2:12][CH3:13].[C:15](#N)C>>[NH2:9][C:8]1[N:14]([CH2:10][CH2:11][CH2:12][CH3:13])[CH:15]=[N:1][C:2]=1[C:3]([O:5][CH2:6][CH3:7])=[O:4]. Procedure: A solution of ethyl 2-amino-2-cyanoacetate (0.20 g, 1.56 mmol) and triethyl formate (0.30 mL, 1.72 mmol) in acetonitrile (5 mL) was refluxed for 1 h. After concentrating the residue was dissolved in a solution of acetonitrile (5 mL) and n-butylamine (0.17 mL, 1.72 mmol). The resulting mixture was stirred at reflux for 1 h. The solvents were removed under reduced pressure and the residue was partitioned between water and ethyl acetate. The organic layer was separated and washed with brine and dri... The reactants are CC(C)(C)[Si](C)(C)OC1CC(=O)C2OC12, CC(C)(C)[Si](C)(C)OC1C=CC(=O)C1, COC(=O)CSCCCS, ClCCl. Yields the product COC(=O)CSCCCSC1=CC(O[Si](C)(C)C(C)(C)C)CC1=O. RXN SMILES: [C:1]([CH3:2])([CH3:3])([CH3:4])[Si:5]([O:6][CH:7]1[CH2:8][C:9](=[O:13])[CH:10]2[O:11][CH:12]12)([CH3:14])[CH3:15].[C:26]([Si:27]([CH3:28])([CH3:29])[O:30][CH:31]1[CH2:32][C:33](=[O:34])[CH:35]=[CH:36]1)([CH3:37])([CH3:38])[CH3:39].[CH3:16][O:17][C:18]([CH2:19][S:20][CH2:21][CH2:22][CH2:23][SH:24])=[O:25].[Cl:40][CH2:41][Cl:42]>>[C:1]([CH3:2])([CH3:3])([CH3:4])[Si:5]([O:6][CH:7]1[CH2:8][C:9](=[O:13])[C:10]([S:24][CH2:23][CH2:22][CH2:21][S:20][CH2:19][C:18]([O:17][CH3:16])=[O:25])=[CH:12]1)([CH3:14])[CH3:15]. The reactants are F[B-](F)(F)F, CCN(C(C)C)C(C)C, Cc1noc(CC(=O)c2ccccc2)c1C(=O)O, ClC(Cl)Cl, CN(C)C=O, c1ccc(C2CCNC2)cc1, CN(C)C(On1nnc2ccccc21)=[N+](C)C. The product is Cc1noc(CC(=O)c2ccccc2)c1C(=O)N1CCC(c2ccccc2)C1. Reaction SMILES: [B-:1]([F:2])([F:3])([F:4])[F:5].[CH2:41]([N:42]([CH:43]([CH3:44])[CH3:45])[CH:46]([CH3:47])[CH3:48])[CH3:49].[CH3:23][c:24]1[n:25][o:26][c:27]([CH2:32][C:33]([c:34]2[cH:35][cH:36][cH:37][cH:38][cH:39]2)=[O:40])[c:28]1[C:29](=[O:30])[OH:31].[CH:66]([Cl:67])([Cl:68])[Cl:69].[O:61]=[CH:62][N:63]([CH3:64])[CH3:65].[c:50]1([CH:56]2[CH2:57][NH:58][CH2:59][CH2:60]2)[cH:51][cH:52][cH:53][cH:54][cH:55]1.[n:6]1([O:7][C:8]([N:9]([CH3:10])[CH3:11])=[N+:12]([CH3:13])[CH3:14])[c:15]2[cH:16][cH:17][cH:18][cH:19][c:20]2[n:21][n:22]1>>[CH3:23][c:24]1[n:25][o:26][c:27]([CH2:32][C:33]([c:34]2[cH:35][cH:36][cH:37][cH:38][cH:39]2)=[O:40])[c:28]1[C:29](=[O:31])[N:58]1[CH2:57][CH:56]([c:50]2[cH:51][cH:52][cH:53][cH:54][cH:55]2)[CH2:60][CH2:59]1. The reactants are CC#N, CN(CCOC(=O)C1CCCCC1)CCOC(=O)C1CCCCC1, ClCc1ccccc1. Product: C[N+](CCOC(=O)C1CCCCC1)(CCOC(=O)C1CCCCC1)Cc1ccccc1, [Cl-]. As a reaction SMILES: [CH3:33][C:34]#[N:35].[CH:1]1([C:7](=[O:8])[O:9][CH2:10][CH2:11][N:12]([CH2:13][CH2:14][O:15][C:16](=[O:17])[CH:18]2[CH2:19][CH2:20][CH2:21][CH2:22][CH2:23]2)[CH3:24])[CH2:2][CH2:3][CH2:4][CH2:5][CH2:6]1.[Cl:25][CH2:26][c:27]1[cH:28][cH:29][cH:30][cH:31][cH:32]1>>[CH:1]1([C:7](=[O:8])[O:9][CH2:10][CH2:11][N+:12]([CH2:13][CH2:14][O:15][C:16](=[O:17])[CH:18]2[CH2:19][CH2:20][CH2:21][CH2:22][CH2:23]2)([CH3:24])[CH2:26][c:27]2[cH:28][cH:29][cH:30][cH:31][cH:32]2)[CH2:2][CH2:3][CH2:4][CH2:5][CH2:6]1.[Cl-:25]. The reactants are ClCl (chlorine), C(C)(C)(C)OC(=O)NCC1N(CCC1)C(=O)C1=C(C=C(C(=O)NC(CC=2N=CNC2)C2=NC3=C(N2)C=CC(=C3)Cl)C=C1)Cl (4-[2-(N-tert-butoxycarbonylaminomethyl)pyrrolidin-1-ylcarbonyl]-3-chloro-N-[1-(5-chloro-1H-benzimidazol-2-yl)-2-(1H-imidazol-4-yl)ethyl]benzamide), FC(C(=O)O)(F)F (trifluoroacetic acid), C25H25C12N7O2. The solvent is ClCCl.CO (dichloromethane methanol). The product is NCC1N(CCC1)C(=O)C1=C(C=C(C(=O)NC(CC=2N=CNC2)C2=NC3=C(N2)C=CC(=C3)Cl)C=C1)Cl (4-(2-aminomethylpyrrolidin-1-ylcarbonyl)-3-chloro-N-[1-(5-chloro-1H-benzimidazol-2-yl)-2-(1H-imidazol-4-yl)ethyl]benzamide). Isolated yield 98.0%. As a reaction SMILES: C(OC([NH:8][CH2:9][CH:10]1[CH2:14][CH2:13][CH2:12][N:11]1[C:15]([C:17]1[CH:42]=[CH:41][C:20]([C:21]([NH:23][CH:24]([C:31]2[NH:35][C:34]3[CH:36]=[CH:37][C:38]([Cl:40])=[CH:39][C:33]=3[N:32]=2)[CH2:25][C:26]2[N:27]=[CH:28][NH:29][CH:30]=2)=[O:22])=[CH:19][C:18]=1[Cl:43])=[O:16])=O)(C)(C)C.FC(F)(F)C(O)=O.ClCl>ClCCl.CO>[NH2:8][CH2:9][CH:10]1[CH2:14][CH2:13][CH2:12][N:11]1[C:15]([C:17]1[CH:42]=[CH:41][C:20]([C:21]([NH:23][CH:24]([C:31]2[NH:35][C:34]3[CH:36]=[CH:37][C:38]([Cl:40])=[CH:39][C:33]=3[N:32]=2)[CH2:25][C:26]2[N:27]=[CH:28][NH:29][CH:30]=2)=[O:22])=[CH:19][C:18]=1[Cl:43])=[O:16] |f:3.4|. Procedure: Prepared analogously to Example 17 from 4-[2-(N-tert-butoxycarbonylaminomethyl)pyrrolidin-1-ylcarbonyl]-3-chloro-N-[1-(5-chloro-1H-benzimidazol-2-yl)-2-(1H-imidazol-4-yl)ethyl]benzamide and trifluoroacetic acid. Yield: 98% of theory; Rf value: 0.47 (silica gel; dichloromethane/methanol=7:3); C25H25C12N7O2 (526.43); mass spectrum: (M+H)+=526/528/530 (chlorine isotope). Starting materials: ClCCCCCSC1=CC=CC=2N1C=CN2 (5-(5-chloropentylthio)imidazo[1,2-a]pyridine), [Na].S1C(NC(C1)=O)=O (thiazolidine-2,4-dione sodium salt), O (water). Solvent: CN(C=O)C (N,N-dimethylformamide). Conditions: temperature 80 celsius. Yields the product N=1C=CN2C1C=CC=C2CCCCCN2C(SCC2=O)=O (3-[5-(imidazo[1,2-a]pyridin-5-yl)pentyl]thiazolidine-2,4-dione). Reaction SMILES: ClCCCCCS[C:8]1[N:13]2[CH:14]=[CH:15][N:16]=[C:12]2[CH:11]=[CH:10][CH:9]=1.[Na].[S:18]1[CH2:22][C:21](=[O:23])[NH:20][C:19]1=[O:24].O>CN(C)C=O>[N:16]1[CH:15]=[CH:14][N:13]2[C:8]([CH2:8][CH2:9][CH2:10][CH2:11][CH2:12][N:20]3[C:21](=[O:23])[CH2:22][S:18][C:19]3=[O:24])=[CH:9][CH:10]=[CH:11][C:12]=12 |f:1.2,^1:16|. Procedure: A suspension of 2.22 g (10 mmol) of 5-(5-chloropentylthio)imidazo[1,2-a]pyridine and 1.40 g (10 mmol) of thiazolidine-2,4-dione sodium salt in 30 ml of N,N-dimethylformamide was heated at 80° C. for 16 hours. After cooling, the reaction mixture was poured into water, extracted with ethyl acetate, washed with water and dried, after which the solvent was distilled off. The residue was purified by column chromatography (eluent: ethyl acetate→ethyl acetate/ethanol=10/1) to yield 1.56 g (51.4%, light... Starting materials: [C-]#N.[Na+] (sodium cyanide), S1C(=CC=C1)CCN (2-(2-thienyl)ethylamine), S([O-])(O)=O.[Na+] (sodium bisulfite), C(C)O (ethanol), solution, ClC1=C(C=O)C=CC=C1 (o-chlorobenzaldehyde), aldehyde bisulfite. The solvent is O (water), O (water). Conditions: temperature 40 celsius, time 2 hour. Yields the product S1C(=CC=C1)CCNC(C#N)C1=C(C=CC=C1)Cl ([2-(2-thienyl)ethylamino](2-chlorophenyl)acetonitrile). RXN SMILES: S(=O)(O)[O-].[Na+].C(O)C.[Cl:9][C:10]1[CH:17]=[CH:16][CH:15]=[CH:14][C:11]=1[CH:12]=O.[S:18]1[CH:22]=[CH:21][CH:20]=[C:19]1[CH2:23][CH2:24][NH2:25].[C-:26]#[N:27].[Na+]>O>[S:18]1[CH:22]=[CH:21][CH:20]=[C:19]1[CH2:23][CH2:24][NH:25][CH:12]([C:11]1[CH:14]=[CH:15][CH:16]=[CH:17][C:10]=1[Cl:9])[C:26]#[N:27] |f:0.1,5.6|. Reported procedure: 104 g (1 mol) of sodium bisulfite is dissolved in the mixture of 900 ml of water and 250 mol of ethanol and to the solution 140.6 g (1 mol) o-chlorobenzaldehyde is added. After a few minutes the aldehyde bisulfite adduct precipitates in the form of white crystals, while the temperature increases to 40° C. After 1 hour of stirring 127.2 g (1 mol) of 2-(2-thienyl)ethylamine is added to the reaction mixture, then it was stirred at 50° C. for 2 hours. During this time the crystalline aldehyde bisulf... Reactants: FC(C1=NC=CC(=N1)O)(F)F (2-(trifluoromethyl)pyrimidin-4-ol), P(Br)(Br)Br (PBr3). Run at temperature 150 celsius. Product: BrC1=NC(=NC=C1)C(F)(F)F (4-bromo-2-(trifluoromethyl)pyrimidine). Reaction SMILES: [F:1][C:2]([F:11])([F:10])[C:3]1[N:8]=[C:7](O)[CH:6]=[CH:5][N:4]=1.P(Br)(Br)[Br:13]>>[Br:13][C:7]1[CH:6]=[CH:5][N:4]=[C:3]([C:2]([F:11])([F:10])[F:1])[N:8]=1. Procedure details: The 2-(trifluoromethyl)pyrimidin-4-ol (328 mg, 2.0 mmol) and PBr3 (0.188 mL, 2.0 mmol) were mixed and heated at 150° C. for 3 h. The reaction was cooled down and quenched with ice water, extracted with DCM (20 mL×2) to yield the titled compound. The organic phase was concentrated and crude material was purified by preparative TLC with 20% Acetone:Hexane to yield titled compound. Starting materials: FC1=C(C(=O)OC(C)(C)C)C(=C(C(=N1)C=1C=C2C=CN(C2=CC1)C)C=C)F (tert-butyl 2,4-difluoro-6-(1-methyl-1H-indol-5-yl)-5-vinylnicotinate), CC(C)([O-])C.[K+] (potassium tert-butoxide). Solvent: C1CCOC1 (THF). Yields the product C(C)(C)(C)OC1=C(C(=O)OC(C)(C)C)C(=C(C(=N1)C=1C=C2C=CN(C2=CC1)C)C=C)OC(C)(C)C (tert-butyl 2,4-di-tert-butoxy-6-(1-methyl-1H-indol-5-yl)-5-vinylnicotinate). The yield is 196.4%. As a reaction SMILES: F[C:2]1[N:14]=[C:13]([C:15]2[CH:16]=[C:17]3[C:21](=[CH:22][CH:23]=2)[N:20]([CH3:24])[CH:19]=[CH:18]3)[C:12]([CH:25]=[CH2:26])=[C:11](F)[C:3]=1[C:4]([O:6][C:7]([CH3:10])([CH3:9])[CH3:8])=[O:5].[CH3:28][C:29]([CH3:32])([O-:31])[CH3:30].[K+]>C1COCC1>[C:29]([O:31][C:2]1[N:14]=[C:13]([C:15]2[CH:16]=[C:17]3[C:21](=[CH:22][CH:23]=2)[N:20]([CH3:24])[CH:19]=[CH:18]3)[C:12]([CH:25]=[CH2:26])=[C:11]([O:6][C:7]([CH3:10])([CH3:9])[CH3:8])[C:3]=1[C:4]([O:6][C:7]([CH3:10])([CH3:9])[CH3:8])=[O:5])([CH3:32])([CH3:30])[CH3:28] |f:1.2|. Procedure: Into a solution of tert-butyl 2,4-difluoro-6-(1-methyl-1H-indol-5-yl)-5-vinylnicotinate (72 mg, 0.2 mmol) in THF (1.0 mL) at −78° C. was added a solution of potassium tert-butoxide (1.0 M×0.48 mL, 0.48 mmol). The temperature was allowed to rise to room temperature and the reaction was quenched with saturated NH4Cl. The mixture was extracted with ethyl acetate. The organic layers were combined, dried, evaporated and purified by silica chromatography (0-10% ethyl acetate in hexanes) to give tert-b...